Dataset: the Open Reaction Database (ORD), a public repository of structured organic reaction records. Task: describe an organic reaction: reactants, conditions, products, and yield Reactants: CC(=O)Cl, CN(C)c1ccccc1, Cl, CCOC(=O)c1cccc(N)c1[N+](=O)[O-]. The product is CCOC(=O)c1cccc(NC(C)=O)c1[N+](=O)[O-]. Reaction SMILES: [CH3:1][C:2]([Cl:3])=[O:4].[CH3:21][N:22]([c:23]1[cH:24][cH:25][cH:26][cH:27][cH:28]1)[CH3:29].[ClH:20].[NH2:5][c:6]1[c:7]([N+:17](=[O:18])[O-:19])[c:8]([C:9](=[O:10])[O:11][CH2:12][CH3:13])[cH:14][cH:15][cH:16]1>>[CH3:1][C:2](=[O:4])[NH:5][c:6]1[c:7]([N+:17](=[O:18])[O-:19])[c:8]([C:9](=[O:10])[O:11][CH2:12][CH3:13])[cH:14][cH:15][cH:16]1. Starting materials: NCCNC(C1=CC=C(C(=O)NC2=CN(C(=C2)C(NCCC(N)=N)=O)CC2CC2)C=C1)=O (N-(2-Amino-ethyl)-N′-[5-(2-carbamimidoyl-ethylcarbamoyl)-1-cyclopropylmethyl-1H-pyrrol-3-yl]-terephthalamide), CN(C)C=O (DMF), C(C)(C)N(CC)C(C)C (diisopropylethylamine). Reported procedure: To a solution of 150 mg (0.23 mmol) 99 in 5 mL DMF 336.4 mg (2.3 mmol) pyrazole-1-carboxamidine hydrochloride and 396 μL (2.3 mmol) diisopropylethylamine was added. The solution was stirred overnight at ambient temperature. Next morning the solvent was evaporated, the oily residue was dissolved in 20 mL aqueous 0.1% TFA solution and was purified on a preparative reverse phase HPLC column using acetonitrile gradient. The fractions containing the pure product were pooled, evaporated to dryness dis... Product: C(N)(=N)CCNC(=O)C1=CC(=CN1CC1CC1)NC(C1=CC=C(C(=O)NCCNC(=N)N)C=C1)=O (N-[5-(2-Carbamimidoyl-ethylcarbamoyl)-1-cyclopropylmethyl-1H-pyrrol-3-yl]-N′-(2-guanidino-ethyl)-terephthalamide). Reaction conditions: time 8 hour. As a reaction SMILES: [NH2:1][CH2:2][CH2:3][NH:4][C:5](=[O:32])[C:6]1[CH:31]=[CH:30][C:9]([C:10]([NH:12][C:13]2[CH:17]=[C:16]([C:18](=[O:25])[NH:19][CH2:20][CH2:21][C:22](=[NH:24])[NH2:23])[N:15]([CH2:26][CH:27]3[CH2:29][CH2:28]3)[CH:14]=2)=[O:11])=[CH:8][CH:7]=1.C[N:34]([CH:36]=O)C.C([N:41](C(C)C)CC)(C)C>>[C:22]([CH2:21][CH2:20][NH:19][C:18]([C:16]1[N:15]([CH2:26][CH:27]2[CH2:29][CH2:28]2)[CH:14]=[C:13]([NH:12][C:10](=[O:11])[C:9]2[CH:30]=[CH:31][C:6]([C:5]([NH:4][CH2:3][CH2:2][NH:1][C:36]([NH2:34])=[NH:41])=[O:32])=[CH:7][CH:8]=2)[CH:17]=1)=[O:25])(=[NH:23])[NH2:24]. Reactants: COC1=CC=C(CN2C=NC=3C2=NC=CC3CO)C=C1 ([3-(4-methoxybenzyl)-3H-imidazo[4,5-b]pyridin-7-yl]methanol), [BH4-].[Na+] (NaBH4), COC1=CC=C(CN2C=NC=3C2=NC(=CC3C(=O)OCC)C(F)(F)F)C=C1 (ethyl 3-(4-methoxybenzyl)-5-(trifluoromethyl)-3H-imidazo[4,5-b]pyridine-7-carboxylate). The product is COC1=CC=C(CN2C=NC=3C2=NC(=CC3CO)C(F)(F)F)C=C1 ([3-(4-methoxybenzyl)-5-(trifluoromethyl)-3H-imidazo[4,5-b]pyridin-7-yl]methanol). Isolated yield 45.3%. RXN SMILES: COC1C=CC(CN2C3=NC=CC(CO)=C3N=C2)=CC=1.[BH4-].[Na+].[CH3:23][O:24][C:25]1[CH:49]=[CH:48][C:28]([CH2:29][N:30]2[C:34]3=[N:35][C:36]([C:44]([F:47])([F:46])[F:45])=[CH:37][C:38]([C:39](OCC)=[O:40])=[C:33]3[N:32]=[CH:31]2)=[CH:27][CH:26]=1>>[CH3:23][O:24][C:25]1[CH:26]=[CH:27][C:28]([CH2:29][N:30]2[C:34]3=[N:35][C:36]([C:44]([F:47])([F:45])[F:46])=[CH:37][C:38]([CH2:39][OH:40])=[C:33]3[N:32]=[CH:31]2)=[CH:48][CH:49]=1 |f:1.2|. Reported procedure: This step is realized as described in example 68.5. for the synthesis of [3-(4-methoxybenzyl)-3H-imidazo[4,5-b]pyridin-7-yl]methanol x183 with the use of 3 eq of NaBH4 for 1.45 g (3.8 mmol) of ethyl 3-(4-methoxybenzyl)-5-(trifluoromethyl)-3H-imidazo[4,5-b]pyridine-7-carboxylate x196. Purification by chromatography on silicagel affords 0.58 g of [3-(4-methoxybenzyl)-5-(trifluoromethyl)-3H-imidazo[4,5-b]pyridin-7-yl]methanol x199.